This data is from the Open Reaction Database (ORD), a public repository of structured organic reaction records. The task is: describe an organic reaction: reactants, conditions, products, and yield The reactants are ClCCCl, COC(=O)C(C)(C)N, CCN(C(C)C)C(C)C, Cl, Cl, O=C(O)c1cc(F)c2ccccc2c1OCc1ccc(C(F)(F)F)cc1, CN(C)C=O, O, On1nnc2ccccc21. Product: COC(=O)C(C)(C)NC(=O)c1cc(F)c2ccccc2c1OCc1ccc(C(F)(F)F)cc1. As a reaction SMILES: [CH2:62]([Cl:63])[CH2:64][Cl:65].[CH3:38][O:39][C:40]([C:41]([NH2:42])([CH3:43])[CH3:44])=[O:45].[CH:46]([N:47]([CH:48]([CH3:49])[CH3:50])[CH2:51][CH3:52])([CH3:53])[CH3:54].[ClH:37].[ClH:55].[F:1][c:2]1[cH:3][c:4]([C:24](=[O:25])[OH:26])[c:5]([O:12][CH2:13][c:14]2[cH:15][cH:16][c:17]([C:20]([F:21])([F:22])[F:23])[cH:18][cH:19]2)[c:6]2[cH:7][cH:8][cH:9][cH:10][c:11]12.[O:57]=[CH:58][N:59]([CH3:60])[CH3:61].[OH2:56].[OH:27][n:28]1[c:29]2[cH:30][cH:31][cH:32][cH:33][c:34]2[n:35][n:36]1>>[F:1][c:2]1[cH:3][c:4]([C:24](=[O:25])[NH:42][C:41]([C:40]([O:39][CH3:38])=[O:45])([CH3:43])[CH3:44])[c:5]([O:12][CH2:13][c:14]2[cH:15][cH:16][c:17]([C:20]([F:21])([F:22])[F:23])[cH:18][cH:19]2)[c:6]2[cH:7][cH:8][cH:9][cH:10][c:11]12. Reactants: ClCCl, CCOC(=O)Cl, Nc1ccc(C2CCCCCC2)cc1, c1ccncc1. The product is CCOC(=O)Nc1ccc(C2CCCCCC2)cc1. Reaction SMILES: [CH2:27]([Cl:28])[Cl:29].[Cl:21][C:22](=[O:23])[O:24][CH2:25][CH3:26].[NH2:1][c:2]1[cH:3][cH:4][c:5]([CH:8]2[CH2:9][CH2:10][CH2:11][CH2:12][CH2:13][CH2:14]2)[cH:6][cH:7]1.[cH:15]1[cH:16][cH:17][n:18][cH:19][cH:20]1>>[NH:1]([c:2]1[cH:3][cH:4][c:5]([CH:8]2[CH2:9][CH2:10][CH2:11][CH2:12][CH2:13][CH2:14]2)[cH:6][cH:7]1)[C:22](=[O:23])[O:24][CH2:25][CH3:26]. Starting materials: CC1(C2CN(CC12)CCCC1=CC=CC=C1)C=1C=C(C=CC1)N (3-[6-methyl-3-(3-phenylpropyl)-3-azabicyclo[3.1.0]hex-6-yl]phenylamine), C1(=CC=CC=C1)S(=O)(=O)Cl (benzenesulfonylchloride), O (Water), ClCCl (dichloromethane). The solvent is N1=CC=CC=C1 (pyridine). Run at time 16 hour. Product: C(C)(=O)O.CC1(C2CN(CC12)CCCC1=CC=CC=C1)C=1C=C(C=CC1)NS(=O)(=O)C1=CC=CC=C1 (N-{3-[6-Methyl-3-(3-phenylpropyl)-3-azabicyclo[3.1.0]hex-6-yl]phenyl}benzenesulfonamide acetate salt). Yield: 2.0%. As a reaction SMILES: [CH3:1][C:2]1([C:17]2[CH:18]=[C:19]([NH2:23])[CH:20]=[CH:21][CH:22]=2)[CH:7]2[CH:3]1[CH2:4][N:5]([CH2:8][CH2:9][CH2:10][C:11]1[CH:16]=[CH:15][CH:14]=[CH:13][CH:12]=1)[CH2:6]2.[C:24]1([S:30](Cl)(=[O:32])=[O:31])[CH:29]=[CH:28][CH:27]=[CH:26][CH:25]=1.[OH2:34].ClCCl>N1C=CC=CC=1>[C:21]([OH:31])(=[O:34])[CH3:22].[CH3:1][C:2]1([C:17]2[CH:18]=[C:19]([NH:23][S:30]([C:24]3[CH:29]=[CH:28][CH:27]=[CH:26][CH:25]=3)(=[O:32])=[O:31])[CH:20]=[CH:21][CH:22]=2)[CH:3]2[CH:7]1[CH2:6][N:5]([CH2:8][CH2:9][CH2:10][C:11]1[CH:16]=[CH:15][CH:14]=[CH:13][CH:12]=1)[CH2:4]2 |f:5.6|. Reported procedure: To a solution of 3-[6-methyl-3-(3-phenylpropyl)-3-azabicyclo[3.1.0]hex-6-yl]phenylamine (Preparation 8, 200 mg, 0.65 mmol) in pyridine (2 ml) under nitrogen at 0° C. was added benzenesulfonylchloride (172 mg, 0.98 mmol), then the mixture was stirred at room temperature for 16 hours. Water (5 ml) and dichloromethane (5 ml) were added, and the mixture was stirred for 30 minutes. The organic phase was washed further with water (5 ml) for 30 minutes, separated, dried (MgSO4), filtered and concentrat... RXN SMILES: [CH3:1][O:2][C:3]1=[N:4][S:5](=[O:10])[N:6]=[C:7]1[O:8][CH3:9].[CH3:24][OH:25].[NH2:11][c:12]1[c:13]([CH2:19][CH2:20][CH2:21][CH2:22][NH2:23])[n:14][cH:15][c:16]([Br:18])[cH:17]1>>[CH3:1][O:2][C:3]1=[N:4][S:5](=[O:10])[N:6]=[C:7]1[NH:23][CH2:22][CH2:21][CH2:20][CH2:19][c:13]1[c:12]([NH2:11])[cH:17][c:16]([Br:18])[cH:15][n:14]1. Starting materials: COC1=NS(=O)N=C1OC, CO, NCCCCc1ncc(Br)cc1N. The product is COC1=NS(=O)N=C1NCCCCc1ncc(Br)cc1N. Reactants: [Br-], Br, CC(=O)[O-], O=c1ccc(Cl)n[nH]1, [K+], [K+], [Na+], [Na+], O, O=S([O-])[O-]. Product: O=c1[nH]nc(Cl)cc1Br. RXN SMILES: [Br-:10].[Br:16].[CH3:12][C:13](=[O:14])[O-:15].[Cl:1][c:2]1[cH:3][cH:4][c:5](=[O:8])[nH:6][n:7]1.[K+:11].[K+:9].[Na+:21].[Na+:22].[OH2:23].[S:17]([O-:18])([O-:19])=[O:20]>>[Cl:1][c:2]1[cH:3][c:4]([Br:10])[c:5](=[O:8])[nH:6][n:7]1. Starting materials: C(C)C1=C(C=C(S1)C(C)=O)C1=C(C=CC=C1)C (1-(5-ethyl-4-o-tolyl-thiophen-2-yl)-ethanone), CC=1C=C(C=O)C=C(C1O)C (3,5-dimethyl-4-hydroxybenzaldehyde). The solvent is C(C)O (ethanol), Cl (HCl), C(C)(C)O (isopropanol), O (water). Run at time 18 hour. Yields the product C(C)C1=C(C=C(S1)C(CCC1=CC(=C(C(=C1)C)O)C)=O)C1=C(C=CC=C1)C (1-(5-ethyl-4-o-tolyl-thiophen-2-yl)-3-(4-hydroxy-3,5-dimethyl-phenyl)-propan-1-one). The yield is 27.6%. RXN SMILES: [CH2:1]([C:3]1[S:7][C:6]([C:8](=[O:10])[CH3:9])=[CH:5][C:4]=1[C:11]1[CH:16]=[CH:15][CH:14]=[CH:13][C:12]=1[CH3:17])[CH3:2].[CH3:18][C:19]1[CH:20]=[C:21]([CH:24]=[C:25]([CH3:28])[C:26]=1[OH:27])[CH:22]=O>C(O)C.Cl.C(O)(C)C.O>[CH2:1]([C:3]1[S:7][C:6]([C:8](=[O:10])[CH2:9][CH2:22][C:21]2[CH:24]=[C:25]([CH3:28])[C:26]([OH:27])=[C:19]([CH3:18])[CH:20]=2)=[CH:5][C:4]=1[C:11]1[CH:16]=[CH:15][CH:14]=[CH:13][C:12]=1[CH3:17])[CH3:2]. Reported procedure: A solution of 1-(5-ethyl-4-o-tolyl-thiophen-2-yl)-ethanone (51 mg, 0.209 mmol) and 3,5-dimethyl-4-hydroxybenzaldehyde (47 mg, 0.172 mmol) in ethanol (1.5 mL) and 5 N HCl in isopropanol (0.7 mL) is stirred at it for 18 h. The solution is diluted with water and extracted with EA. The organic extract is evaporated, dissolved in methanol (3 mL) and THF (3 mL) and treated with Pd/C (10 mg, 10% Pd). The slurry is stirred under 1.5 bar of H2 for 18 h. The mixture is filtered, the solvent of the filtrat... The reactants are CC(C)(C)NS(=O)(=O)C1=C(SC=C1)C1=CC(CCC1)=O (N-(1,1-Dimethylethyl)-2-(3-oxo-1-cyclohexen-1-yl)-3-thiophenesulfonamide). Run in FC(C(=O)O)(F)F (trifluoroacetic acid). Product: O=C1C=C(CCC1)C=1SC=CC1S(=O)(=O)N (2-(3-Oxo-1-cyclohexen-1-yl)-3-thiophenesulfonamide). The yield is 58.1%. Reaction SMILES: CC([NH:5][S:6]([C:9]1[CH:13]=[CH:12][S:11][C:10]=1[C:14]1[CH2:19][CH2:18][CH2:17][C:16](=[O:20])[CH:15]=1)(=[O:8])=[O:7])(C)C>FC(F)(F)C(O)=O>[O:20]=[C:16]1[CH2:17][CH2:18][CH2:19][C:14]([C:10]2[S:11][CH:12]=[CH:13][C:9]=2[S:6]([NH2:5])(=[O:8])=[O:7])=[CH:15]1. Reported procedure: A solution of the product from Example 1 (6.0 g, 0.0192 mole) in trifluoroacetic acid (20 mL) was stirred at room temperature overnight, was stripped to an oil, and crystallized with ethyl acetate/ether to yield 2.87 g solid, m.p. 140°-147° C.